From a dataset of the Open Reaction Database (ORD), a public repository of structured organic reaction records. describe an organic reaction: reactants, conditions, products, and yield Starting materials: COC=1C=C(C(=O)NC=2SC3=C(N2)C(=CC=C3N3CCOCC3)OC)C=CN1 (2-methoxy-N-(4-methoxy-7-morpholin-4-yl-benzothiazol-2-yl)-isonicotinamide), [I-].[Na+] (sodium iodide), C(C1=CC=CC=C1)Br (benzyl bromide). The solvent is C(C)#N (acetonitrile), C(C)(=O)OCC (ethyl acetate). Procedure details: To a stirred solution of 85 mg (0.21 mmol) 2-methoxy-N-(4-methoxy-7-morpholin-4-yl-benzothiazol-2-yl)-isonicotinamide in 2 ml acetonitrile were added 73 mg (0.43 mmol) sodium iodide and 0.05 ml (0.43 mmol) benzyl bromide. The mixture was heated at reflux for 16 h. The reaction mixture was then cooled to room temperature, diluted with ethyl acetate, and washed sequentially with water and saturated brine. The organic phase was then dried over sodium sulfate and concentrated in vacuo. Flash chromat... Reaction SMILES: C[O:2][C:3]1[CH:4]=[C:5]([CH:26]=[CH:27][N:28]=1)[C:6]([NH:8][C:9]1[S:10][C:11]2[C:17]([N:18]3[CH2:23][CH2:22][O:21][CH2:20][CH2:19]3)=[CH:16][CH:15]=[C:14]([O:24][CH3:25])[C:12]=2[N:13]=1)=[O:7].[I-].[Na+].[CH2:31](Br)[C:32]1[CH:37]=[CH:36][CH:35]=[CH:34][CH:33]=1>C(#N)C.C(OCC)(=O)C>[CH3:25][O:24][C:14]1[C:12]2[N:13]=[C:9]([NH:8][C:6]([C:5]3[CH:26]=[CH:27][N:28]([CH2:31][C:32]4[CH:37]=[CH:36][CH:35]=[CH:34][CH:33]=4)[C:3](=[O:2])[CH:4]=3)=[O:7])[S:10][C:11]=2[C:17]([N:18]2[CH2:23][CH2:22][O:21][CH2:20][CH2:19]2)=[CH:16][CH:15]=1 |f:1.2|. Product: COC1=CC=C(C2=C1N=C(S2)NC(=O)C2=CC(N(C=C2)CC2=CC=CC=C2)=O)N2CCOCC2 (1-benzyl-2-oxo-1,2-dihydro-pyridine-4-carboxylic acid (4-methoxy-7-morpholin-4-yl-benzothiazol-2-yl)-amide). Isolated yield 32.0%. Reactants: O=C1OC(CCCOCc2ccccc2)C(c2ccccc2)=C1O, CO, [Pd]. The product is O=C1OC(CCCO)C(c2ccccc2)=C1O. Reaction SMILES: [CH2:1]([c:2]1[cH:3][cH:4][cH:5][cH:6][cH:7]1)[O:8][CH2:9][CH2:10][CH2:11][CH:12]1[C:13]([c:19]2[cH:20][cH:21][cH:22][cH:23][cH:24]2)=[C:14]([OH:18])[C:15](=[O:17])[O:16]1.[CH3:25][OH:26].[Pd:27]>>[OH:8][CH2:9][CH2:10][CH2:11][CH:12]1[C:13]([c:19]2[cH:20][cH:21][cH:22][cH:23][cH:24]2)=[C:14]([OH:18])[C:15](=[O:17])[O:16]1. Reactants: C(#N)C1=C(C(=C(C=C1)C=1C=NN(C1O)C1=NC=C(C(=O)O)C=C1)C)F (6-(4-(4-cyano-3-fluoro-2-methylphenyl)-5-hydroxy-1H-pyrazol-1-yl)nicotinic acid), N1CC(C1)N1CCCCC1 (1-(azetidin-3-yl)piperidine). Yields the product FC1=C(C#N)C=CC(=C1C)C=1C=NN(C1O)C1=NC=C(C=C1)C(=O)N1CC(C1)N1CCCCC1 (2-fluoro-4-(5-hydroxy-1-(5-(3-(piperidin-1-yl)azetidine-1-carbonyl)pyridin-2-yl)-1H-pyrazol-4-yl)-3-methylbenzonitrile). As a reaction SMILES: [C:1]([C:3]1[CH:8]=[CH:7][C:6]([C:9]2[CH:10]=[N:11][N:12]([C:15]3[CH:23]=[CH:22][C:18]([C:19]([OH:21])=O)=[CH:17][N:16]=3)[C:13]=2[OH:14])=[C:5]([CH3:24])[C:4]=1[F:25])#[N:2].[NH:26]1[CH2:29][CH:28]([N:30]2[CH2:35][CH2:34][CH2:33][CH2:32][CH2:31]2)[CH2:27]1>>[F:25][C:4]1[C:5]([CH3:24])=[C:6]([C:9]2[CH:10]=[N:11][N:12]([C:15]3[CH:23]=[CH:22][C:18]([C:19]([N:26]4[CH2:29][CH:28]([N:30]5[CH2:35][CH2:34][CH2:33][CH2:32][CH2:31]5)[CH2:27]4)=[O:21])=[CH:17][N:16]=3)[C:13]=2[OH:14])[CH:7]=[CH:8][C:3]=1[C:1]#[N:2]. Procedure details: The title compound was prepared in a manner similar to Example 303 using 6-(4-(4-cyano-3-fluoro-2-methylphenyl)-5-hydroxy-1H-pyrazol-1-yl)nicotinic acid and 1-(azetidin-3-yl)piperidine. 1H NMR (400 MHz, DMSO-d6) δ ppm 1.22-2.00 (m, 6H) 2.33 (d, J=2.27 Hz, 3H) 2.84 (br. s., 2H) 3.23-3.70 (m, 2H) 4.06-4.19 (m, 1H) 4.33 (br. s., 2H) 4.61 (br. s., 1H) 4.66-4.77 (m, 1H) 7.63 (d, J=7.07 Hz, 1H) 7.75 (t, J=7.45 Hz, 1H) 7.98-8.89 (m, 4H). ESI-MS m/z [M+H]+ 461.3.